This data is from the Open Reaction Database (ORD), a public repository of structured organic reaction records. The task is: describe an organic reaction: reactants, conditions, products, and yield Reactants: FC1=CC=C(CN2C(N(C[C@@H]2C)C=2SC(=C(N2)C)C(=O)O)=O)C=C1 ((S)-2-(3-(4-fluorobenzyl)-4-methyl-2-oxoimidazolidin-1-yl)-4-methylthiazole-5-carboxylic acid), FC1=CC=C(CN2C(N([C@H](C2)C)C=2SC(=C(N2)C)C(=O)O)=O)C=C1 ((S)-2-(3-(4-fluorobenzyl)-5-methyl-2-oxoimidazolidin-1-yl)-4-methylthiazole-5-carboxylic acid), N1=CC(=CC=C1)CN (pyridin-3-ylmethanamine), N1=C(C=CC=C1)CN (pyridin-2-ylmethanamine). Yields the product FC1=CC=C(CN2C(N([C@H](C2)C)C=2SC(=C(N2)C)C(=O)NCC2=NC=CC=C2)=O)C=C1 ((S)-2-(3-(4-fluorobenzyl)-5-methyl-2-oxoimidazolidin-1-yl)-4-methyl-N-(pyridin-2-ylmethyl)thiazole-5-carboxamide), solid. Isolated yield 72.0%. Reaction SMILES: N1C=CC=C(CN)C=1.[N:9]1[CH:14]=[CH:13][CH:12]=[CH:11][C:10]=1[CH2:15][NH2:16].FC1C=CC(CN2[C@@H](C)CN(C3SC(C(O)=O)=C(C)N=3)C2=O)=CC=1.[F:41][C:42]1[CH:64]=[CH:63][C:45]([CH2:46][N:47]2[CH2:51][C@H:50]([CH3:52])[N:49]([C:53]3[S:54][C:55]([C:59](O)=[O:60])=[C:56]([CH3:58])[N:57]=3)[C:48]2=[O:62])=[CH:44][CH:43]=1>>[F:41][C:42]1[CH:64]=[CH:63][C:45]([CH2:46][N:47]2[CH2:51][C@H:50]([CH3:52])[N:49]([C:53]3[S:54][C:55]([C:59]([NH:16][CH2:15][C:10]4[CH:11]=[CH:12][CH:13]=[CH:14][N:9]=4)=[O:60])=[C:56]([CH3:58])[N:57]=3)[C:48]2=[O:62])=[CH:44][CH:43]=1. Procedure: Following the procedure as described in Example 2, making variations as required to replace pyridin-3-ylmethanamine with pyridin-2-ylmethanamine and replace (S)-2-(3-(4-fluorobenzyl)-4-methyl-2-oxoimidazolidin-1-yl)-4-methylthiazole-5-carboxylic acid with (S)-2-(3-(4-fluorobenzyl)-5-methyl-2-oxoimidazolidin-1-yl)-4-methylthiazole-5-carboxylic acid, the title compound was obtained as a white solid (72%): mp 112-113° C. (diethyl ether/hexane); 1H NMR (300 MHz, DMSO-d6) δ 8.50-8.46 (m, 2H), 7.75-7.... Starting materials: CC(CC(=O)OCC(CO)(CO)CO)CCCC(CCCC(CCCC(C)C)C)C (Mono-O-(3,7,11,15-tetramethylhexadecanoyl)pentaerythritol), C(CC(C)CCCC(C)CCCC(C)CCCC(C)C)(=O)OCC(CO)(CO)CO (mono-O-(phytanoyl)pentaerythritol), ( 6 ). The solvent is O (water). The product is CC(CC(=O)OCC(CO)(CO)CO)CCCC(CCCC(CCCC(C)C)C)C.O (mono-O-(3,7,11,15-tetramethylhexadecanoyl)pentaerythritol water). RXN SMILES: [CH3:1][CH:2]([CH2:15][CH2:16][CH2:17][CH:18]([CH3:30])[CH2:19][CH2:20][CH2:21][CH:22]([CH3:29])[CH2:23][CH2:24][CH2:25][CH:26]([CH3:28])[CH3:27])[CH2:3][C:4]([O:6][CH2:7][C:8]([CH2:13][OH:14])([CH2:11][OH:12])[CH2:9][OH:10])=[O:5]>O>[CH3:1][CH:2]([CH2:15][CH2:16][CH2:17][CH:18]([CH3:30])[CH2:19][CH2:20][CH2:21][CH:22]([CH3:29])[CH2:23][CH2:24][CH2:25][CH:26]([CH3:28])[CH3:27])[CH2:3][C:4]([O:6][CH2:7][C:8]([CH2:13][OH:14])([CH2:9][OH:10])[CH2:11][OH:12])=[O:5].[OH2:5] |f:2.3|. Procedure details: Mono-O-(3,7,11,15-tetramethylhexadecanoyl)pentaerythritol (hereafter mono-O-(phytanoyl)pentaerythritol; formula (6) above) and pure water were homogeneously mixed in accordance with the same procedure as in Example 3 to obtain the sample of mono-O-(3,7,11,15-tetramethylhexadecanoyl)pentaerythritol/water system. This sample of mono-O-(3,7,11,15-tetramethylhexadecanoyl)pentaerythritol/water system was subjected to the penetration experiment under a polarizing microscope, SAXS analysis, and dhc val... The reactants are ClC1=CC(=CC=C1)C(=O)OO (3-chloroperbenzoic acid), CS(=O)C=1C(C(C(C1)=CCCCOC1=CC=CC=C1)=C\C=C/C(CCCO)O)=O (2-methylsulfinyl-5-[(Z)-4,7-dihydroxy-2-heptenylidene]-4-(4-phenoxybutylidene)-2-cyclopentenone), C(O)([O-])=O.[Na+] (sodium hydrogencarbonate). Solvent: ClCCl (dichloromethane). Run at time 4 hour. Product: CS(=O)(=O)C=1C(C(C(C1)=CCCCOC1=CC=CC=C1)=C\C=C/C(CCCO)O)=O (2-methylsulfonyl-5-[(Z)-4,7-dihydroxy-2-heptenylidene]-4-(4-phenoxybutylidene)-2-cyclopentenone). Isolated yield 57.8%. As a reaction SMILES: [CH3:1][S:2]([C:4]1[C:5](=[O:29])[C:6](=[CH:20]/[CH:21]=[CH:22]\[CH:23]([OH:28])[CH2:24][CH2:25][CH2:26][OH:27])[C:7](=[CH:9][CH2:10][CH2:11][CH2:12][O:13][C:14]2[CH:19]=[CH:18][CH:17]=[CH:16][CH:15]=2)[CH:8]=1)=[O:3].ClC1C=CC=C(C(OO)=[O:38])C=1.C(=O)([O-])O.[Na+]>ClCCl>[CH3:1][S:2]([C:4]1[C:5](=[O:29])[C:6](=[CH:20]/[CH:21]=[CH:22]\[CH:23]([OH:28])[CH2:24][CH2:25][CH2:26][OH:27])[C:7](=[CH:9][CH2:10][CH2:11][CH2:12][O:13][C:14]2[CH:15]=[CH:16][CH:17]=[CH:18][CH:19]=2)[CH:8]=1)(=[O:38])=[O:3] |f:2.3|. Procedure: To a solution of 6.5 mg of 2-methylsulfinyl-5-[(Z)-4,7-dihydroxy-2-heptenylidene]-4-(4-phenoxybutylidene)-2-cyclopentenone obtained in Example 573 or Example 574 dissolved in 1.5 ml of dichloromethane was added 3 mg of 3-chloroperbenzoic acid, and the mixture was stirred for 4 hours. Saturated aqueous sodium hydrogencarbonate was added, and the mixture was extracted with ethyl acetate. The extract was washed with saturated aqueous sodium chloride, dried over anhydrous magnesium sulfate, filtered... The reactants are CC#CCO, [Cl-], CC1CCCC1Oc1cc(Cl)ncn1, [H-], [NH4+], [Na+], C1CCOC1. Yields the product CC#CCOc1cc(OC2CCCC2C)ncn1. As a reaction SMILES: [CH2:3]([C:4]#[C:5][CH3:6])[OH:7].[Cl-:22].[Cl:8][c:9]1[n:10][cH:11][n:12][c:13]([O:15][CH:16]2[CH:17]([CH3:21])[CH2:18][CH2:19][CH2:20]2)[cH:14]1.[H-:1].[NH4+:23].[Na+:2].[O:24]1[CH2:25][CH2:26][CH2:27][CH2:28]1>>[CH2:3]([C:4]#[C:5][CH3:6])[O:7][c:9]1[n:10][cH:11][n:12][c:13]([O:15][CH:16]2[CH:17]([CH3:21])[CH2:18][CH2:19][CH2:20]2)[cH:14]1. Starting materials: C(CCCCCCC\C=C/CCCCCCCC)(=O)O (oleic acid), nitrile, C1(=CC=CC=C1)C(C(=O)O)CCCCCCCCCCCCCCCC (phenylstearic acid), C(CCCCCCC\C=C/CCCCCC)(=O)O (palmitoleic acid), [Cl-].[Al+3].[Cl-].[Cl-] (aluminum chloride), C1(=CC=CC=C1)O (phenol). Run in C1=CC=CC=C1 (benzene). The product is C1(=CC=CC=C1)C(C(=O)O)CCCCCCCCCCCCCCCC (Phenylstearic acid), OC(C(=O)O)(CCCCCCCCCCCCCCCC)C1=CC=CC=C1 (hydroxyphenylstearic acid), phenyloctadecylnitrile. RXN SMILES: C(O)(=[O:19])CCCCCCC/C=C\CCCCCCCC.C(O)(=O)CCCCCCC/C=C\CCCCCC.[Cl-].[Al+3].[Cl-].[Cl-].C1(O)C=CC=CC=1.[C:50]1([CH:56]([CH2:60][CH2:61][CH2:62][CH2:63][CH2:64][CH2:65][CH2:66][CH2:67][CH2:68][CH2:69][CH2:70][CH2:71][CH2:72][CH2:73][CH2:74][CH3:75])[C:57]([OH:59])=[O:58])[CH:55]=[CH:54][CH:53]=[CH:52][CH:51]=1>C1C=CC=CC=1>[C:50]1([CH:56]([CH2:60][CH2:61][CH2:62][CH2:63][CH2:64][CH2:65][CH2:66][CH2:67][CH2:68][CH2:69][CH2:70][CH2:71][CH2:72][CH2:73][CH2:74][CH3:75])[C:57]([OH:59])=[O:58])[CH:55]=[CH:54][CH:53]=[CH:52][CH:51]=1.[OH:19][C:56]([C:50]1[CH:55]=[CH:54][CH:53]=[CH:52][CH:51]=1)([CH2:60][CH2:61][CH2:62][CH2:63][CH2:64][CH2:65][CH2:66][CH2:67][CH2:68][CH2:69][CH2:70][CH2:71][CH2:72][CH2:73][CH2:74][CH3:75])[C:57]([OH:59])=[O:58] |f:2.3.4.5|. Procedure details: Phenylstearic acid and hydroxyphenylstearic acid were prepared from commercial grade oleic acid which contained a few percent of palmitoleic acid by a Friedel-Crafts reaction using aluminum chloride as the catalyst, and benzene and phenol; respectively, as the arylating agents. Thereafter, phenyloctadecylnitrile was prepared on a continuous nitrile unit over bauxite catalyst at 280°-300°C from 1127 grams phenylstearic acid. A crude yield of 833.5 grams of phenyloctadecylnitrile was obtained. The... Starting materials: CC1=NNC(=C1N)C1=CC=CC=C1 (3-methyl-5-phenyl-1H-pyrazol-4-ylamine), COCC(=O)Cl (methoxyacetyl chloride). Run in N1=CC=CC=C1 (pyridine). Run at time 2 hour. Yields the product COCC(=O)NC=1C(=NNC1C1=CC=CC=C1)C (2-Methoxy-N-(3-methyl-5-phenyl-1H-pyrazol-4-yl)-acetamide). RXN SMILES: [CH3:1][C:2]1[C:6]([NH2:7])=[C:5]([C:8]2[CH:13]=[CH:12][CH:11]=[CH:10][CH:9]=2)[NH:4][N:3]=1.[CH3:14][O:15][CH2:16][C:17](Cl)=[O:18]>N1C=CC=CC=1>[CH3:14][O:15][CH2:16][C:17]([NH:7][C:6]1[C:2]([CH3:1])=[N:3][NH:4][C:5]=1[C:8]1[CH:9]=[CH:10][CH:11]=[CH:12][CH:13]=1)=[O:18]. Reported procedure: To a RT solution of 416 mg of 3-methyl-5-phenyl-1H-pyrazol-4-ylamine in 4.6 mL pyridine was added 242 μL of methoxyacetyl chloride. After 2 h at RT, the reaction mixture was concentrated under reduced pressure and the residue was dissolved in chloroform and washed with 0.5 N hydrochloric acid and saturated aqueous sodium carbonate and brine. The organic portion was dried with sodium sulfate and concentrated under reduced pressure. The residue contained the title compound as a tan, amorphous soli...